From a dataset of the Open Reaction Database (ORD), a public repository of structured organic reaction records. describe an organic reaction: reactants, conditions, products, and yield Starting materials: O=C([O-])O, ClC(Cl)Cl, S=C(Cl)Cl, COC(=O)c1ccsc1N, [Na+], O. Yields the product COC(=O)c1ccsc1N=C=S. As a reaction SMILES: [C:19](=[O:20])([OH:21])[O-:22].[CH:11]([Cl:12])([Cl:13])[Cl:14].[Cl:15][C:16]([Cl:17])=[S:18].[NH2:1][c:2]1[s:3][cH:4][cH:5][c:6]1[C:7](=[O:8])[O:9][CH3:10].[Na+:23].[OH2:24]>>[N:1]([c:2]1[s:3][cH:4][cH:5][c:6]1[C:7](=[O:8])[O:9][CH3:10])=[C:16]=[S:18].